Dataset: the Open Reaction Database (ORD), a public repository of structured organic reaction records. Task: describe an organic reaction: reactants, conditions, products, and yield Reactants: [Br-], CCOC(=O)c1nc(-c2cn(CC3CCCCC3)c3c(OC)cccc23)ns1, C[Mg+], CCOCC. Yields the product COc1cccc2c(-c3nsc(C(C)=O)n3)cn(CC3CCCCC3)c12. RXN SMILES: [Br-:29].[CH2:1]([O:2][C:3](=[O:4])[c:6]1[n:7][c:8](-[c:11]2[cH:12][n:13]([CH2:22][CH:23]3[CH2:24][CH2:25][CH2:26][CH2:27][CH2:28]3)[c:14]3[c:15]([O:20][CH3:21])[cH:16][cH:17][cH:18][c:19]23)[n:9][s:10]1)[CH3:5].[CH3:30][Mg+:31].[CH3:32][CH2:33][O:34][CH2:35][CH3:36]>>[c:6]1([C:33]([CH3:32])=[O:34])[n:7][c:8](-[c:11]2[cH:12][n:13]([CH2:22][CH:23]3[CH2:24][CH2:25][CH2:26][CH2:27][CH2:28]3)[c:14]3[c:15]([O:20][CH3:21])[cH:16][cH:17][cH:18][c:19]23)[n:9][s:10]1. Starting materials: BrC=1C=CC(=C(C1)C(=O)C1=CC=C(C=C1)OCC)Cl ((5-bromo-2-chlorophenyl)(4-ethoxyphenyl)methanone), C(C)[SiH](CC)CC (triethylsilane), C(C)[SiH](CC)CC (triethylsilane), FC(S(=O)(=O)O)(F)F (trifluoromethanesulfonic acid). Run in FC(C(=O)O)(F)F (trifluoroacetic acid). Product: BrC1=CC(=C(C=C1)Cl)CC1=CC=C(C=C1)OCC (4-bromo-1-chloro-2-(4-ethoxybenzyl)benzene). Yield: 94.4%. RXN SMILES: [Br:1][C:2]1[CH:3]=[CH:4][C:5]([Cl:19])=[C:6]([C:8]([C:10]2[CH:15]=[CH:14][C:13]([O:16][CH2:17][CH3:18])=[CH:12][CH:11]=2)=O)[CH:7]=1.C([SiH](CC)CC)C.FC(F)(F)S(O)(=O)=O>FC(F)(F)C(O)=O>[Br:1][C:2]1[CH:3]=[CH:4][C:5]([Cl:19])=[C:6]([CH2:8][C:10]2[CH:15]=[CH:14][C:13]([O:16][CH2:17][CH3:18])=[CH:12][CH:11]=2)[CH:7]=1. Procedure: To (5-bromo-2-chlorophenyl)(4-ethoxyphenyl)methanone (1440 g, 4.26 mol) and triethylsilane (1.37 L, 8.6 mol) in trifluoroacetic acid (820 mL) was slowly added trifluoromethanesulfonic acid (1.9 mL). After refluxing for 6 hours, additional triethylsilane (400 mL, 2.47 mol) was added. After refluxing for another 8 hours, the mixture was evaporated under reduced pressure. The residue was dissolved in dichloromethane (20 L), washed with water (10 L), aqueous sodium carbonate (10 L), and brine (10 L)...